From a dataset of the Open Reaction Database (ORD), a public repository of structured organic reaction records. describe an organic reaction: reactants, conditions, products, and yield Starting materials: SCCCO (3-mercaptopropanol), BrC1=C(SC=2N(C(N(C(C21)=O)C)=O)CC(C)C)C(=O)C=2C=NC=CC2 (5-bromo-3-methyl-1-(2-methylpropyl)-6-[(pyridin-3-yl)carbonyl]thieno[2,3-d]pyrimidine-2,4(1H,3H)-dione), O (water), [H-].[Na+] (sodium hydride). Solvent: O1CCCC1 (tetrahydrofuran), O1CCCC1 (tetrahydrofuran), O1CCCC1 (tetrahydrofuran). Reaction conditions: time 15 minute. The product is OCCCSC1=C(SC=2N(C(N(C(C21)=O)C)=O)CC(C)C)C(=O)C=2C=NC=CC2 (5-[(3-Hydroxypropyl)thio]-3-methyl-1-(2-methylpropyl)-6-[(pyridin-3-yl)carbonyl]thieno[2,3-d]pyrimidine-2,4(1H,3H)-dione). Isolated yield 56.8%. Reaction SMILES: [H-].[Na+].[SH:3][CH2:4][CH2:5][CH2:6][OH:7].Br[C:9]1[C:17]2[C:16](=[O:18])[N:15]([CH3:19])[C:14](=[O:20])[N:13]([CH2:21][CH:22]([CH3:24])[CH3:23])[C:12]=2[S:11][C:10]=1[C:25]([C:27]1[CH:28]=[N:29][CH:30]=[CH:31][CH:32]=1)=[O:26].O>O1CCCC1>[OH:7][CH2:6][CH2:5][CH2:4][S:3][C:9]1[C:17]2[C:16](=[O:18])[N:15]([CH3:19])[C:14](=[O:20])[N:13]([CH2:21][CH:22]([CH3:24])[CH3:23])[C:12]=2[S:11][C:10]=1[C:25]([C:27]1[CH:28]=[N:29][CH:30]=[CH:31][CH:32]=1)=[O:26] |f:0.1|. Procedure: To a suspension of sodium hydride (0.068 g) in dry tetrahydrofuran (25 ml) was added dropwise a solution of 3-mercaptopropanol (0.14 g) in dry tetrahydrofuran (5 ml). After 15 minutes, a solution of 5-bromo-3-methyl-1-(2-methylpropyl)-6-[(pyridin-3-yl)carbonyl]thieno[2,3-d]pyrimidine-2,4(1H,3H)-dione (0.60 g, Example 39 step c) in dry tetrahydrofuran (20 ml) was added dropwise and the reaction was stirred for 3 hours at room temperature. The solution was poured into water and extracted with ethy... Procedure details: 2-(4-Allyl-1-piperazinyl)-4-phenyl-1-azaspiro[4.5]deca-1,3,6,9-tetraen-8-one (40 g) is heated for 10 minutes to a temperature of about 220° C. After being cooled to a temperature of about 20° C., the residue is dissolved in methylene chloride (500 cc) and poured into silica (1 kg) contained in a column 6.5 cm in diameter. Successive elutions are performed with pure methylene chloride (1 liter), a mixture of methylene chloride and ethyl acetate (90:10 by volume) (1 liter) and a mixture of methyle... Yield: 70.0%. Yields the product C(C=C)N1CCN(CC1)C1=CC(=C2N1C=CC(C=C2)=O)C2=CC=CC=C2 (3-(4-allyl-1-piperazinyl)-1-phenyl-7H-pyrrolo[1,2-a]azepin-7-one). Reaction SMILES: [CH2:1]([N:4]1[CH2:9][CH2:8][N:7]([C:10]2[CH:14]=[C:13]([C:15]3[CH:20]=[CH:19][CH:18]=[CH:17][CH:16]=3)[C:12]3([CH:25]=[CH:24][C:23](=[O:26])[CH:22]=[CH:21]3)[N:11]=2)[CH2:6][CH2:5]1)[CH:2]=[CH2:3].C(OCC)(=O)C>C(Cl)Cl>[CH2:1]([N:4]1[CH2:5][CH2:6][N:7]([C:10]2[N:11]3[CH:25]=[CH:24][C:23](=[O:26])[CH:22]=[CH:21][C:12]3=[C:13]([C:15]3[CH:20]=[CH:19][CH:18]=[CH:17][CH:16]=3)[CH:14]=2)[CH2:8][CH2:9]1)[CH:2]=[CH2:3]. Reactants: C(C=C)N1CCN(CC1)C1=NC2(C(=C1)C1=CC=CC=C1)C=CC(C=C2)=O (2-(4-Allyl-1-piperazinyl)-4-phenyl-1-azaspiro[4.5]deca-1,3,6,9-tetraen-8-one), C(C)(=O)OCC (ethyl acetate), C(C)(=O)OCC (ethyl acetate). Run at temperature 20 celsius. Run in C(Cl)Cl (methylene chloride), C(Cl)Cl (methylene chloride), C(Cl)Cl (methylene chloride), C(Cl)Cl (methylene chloride). Reactants: B, C1CCOC1, C1CCOC1, N#Cc1ccc(I)c(O)c1. The product is NCc1ccc(I)c(O)c1. As a reaction SMILES: [BH3:11].[CH2:12]1[O:13][CH2:14][CH2:15][CH2:16]1.[CH2:17]1[O:18][CH2:19][CH2:20][CH2:21]1.[OH:1][c:2]1[cH:3][c:4]([C:5]#[N:6])[cH:7][cH:8][c:9]1[I:10]>>[OH:1][c:2]1[cH:3][c:4]([CH2:5][NH2:6])[cH:7][cH:8][c:9]1[I:10]. The reactants are [Cs].CC(CCC1C(NS(N1C)(=O)=O)=O)C (4-(3-methylbutyl)-5-methyl-1,2,5-thiadiazolidin-3-one 1,1-dioxide cesium salt), dioxide, C1(=CC=CC=C1)SCCl (phenylthiomethyl chloride), ice water. The solvent is CN(C)C=O (DMF). Run at temperature 85 celsius. The product is C1(=CC=CC=C1)SCN1S(N(C(C1=O)CCC(C)C)C)(=O)=O (2-phenylthiomethyl-4-(3-methylbutyl)-5-methyl-1,2,5-thiadiazolidin-3-one 1,1-dioxide). Isolated yield 68.1%. RXN SMILES: [Cs].[CH3:2][CH:3]([CH3:15])[CH2:4][CH2:5][CH:6]1[N:10]([CH3:11])[S:9](=[O:13])(=[O:12])[NH:8][C:7]1=[O:14].[C:16]1([S:22][CH2:23]Cl)[CH:21]=[CH:20][CH:19]=[CH:18][CH:17]=1>CN(C=O)C>[C:16]1([S:22][CH2:23][N:8]2[C:7](=[O:14])[CH:6]([CH2:5][CH2:4][CH:3]([CH3:15])[CH3:2])[N:10]([CH3:11])[S:9]2(=[O:13])=[O:12])[CH:21]=[CH:20][CH:19]=[CH:18][CH:17]=1 |f:0.1,^1:0|. Procedure: A mixture of 4-(3-methylbutyl)-5-methyl-1,2,5-thiadiazolidin-3-one 1,1-dioxide cesium salt (prepared by reacting 7.7 g (34.95 mmol) of the dioxide in methanol with 5.13 g of Cs2CO3 followed by removal of solvent) and phenylthiomethyl chloride (6.65 g, 41.94 mmol) suspended in DMF was heated at 85° C. for 17 hours. The mixture was cooled, and poured into 300 ml of ice/water. The reaction mixture was extracted with ethyl acetate (3x) and the organic layer was washed with water and brine and dried ... The reactants are FC1=CC=C(C=C1)C(C)Br ((±)-1-(4-fluorophenyl)ethyl bromide), O (water), C(C)(C)(C)OC(=O)N1CCC2=C(CC1)C(=C(C=C2)Cl)S (3-tert-butoxycarbonyl-7-chloro-6-mercapto-2,3,4,5-tetrahydro-1H-benzo[d]azepine), [H-].[Na+] (sodium hydride). The solvent is CN(C)C=O (DMF), CN(C)C=O (DMF). Conditions: temperature 45 celsius, time 5 minute. Product: C(C)(C)(C)OC(=O)N1CCC2=C(CC1)C(=C(C=C2)Cl)SC(C)C2=CC=C(C=C2)F ((±)-3-tert-butoxycarbonyl-7-chloro-6-[1-(4-fluorophenyl)ethylthio]-2,3,4,5-tetrahydro-1H-benzo[d]azepine). Isolated yield 83.8%. Reaction SMILES: [C:1]([O:5][C:6]([N:8]1[CH2:14][CH2:13][C:12]2[C:15]([SH:20])=[C:16]([Cl:19])[CH:17]=[CH:18][C:11]=2[CH2:10][CH2:9]1)=[O:7])([CH3:4])([CH3:3])[CH3:2].[H-].[Na+].[F:23][C:24]1[CH:29]=[CH:28][C:27]([CH:30](Br)[CH3:31])=[CH:26][CH:25]=1.O>CN(C=O)C>[C:1]([O:5][C:6]([N:8]1[CH2:14][CH2:13][C:12]2[C:15]([S:20][CH:30]([C:27]3[CH:28]=[CH:29][C:24]([F:23])=[CH:25][CH:26]=3)[CH3:31])=[C:16]([Cl:19])[CH:17]=[CH:18][C:11]=2[CH2:10][CH2:9]1)=[O:7])([CH3:4])([CH3:2])[CH3:3] |f:1.2|. Procedure: Dissolve 3-tert-butoxycarbonyl-7-chloro-6-dimethylcarbamoylthio-2,3,4,5-tetrahydro-1H-benzo[d]azepine (415 mg, 1.08 mmol) in methanol (20 mL) and add potassium hydroxide (1.938 g, 34.53 mmol). Heat at 60° C. for 4 h. Cool the reaction mixture to ambient temperature, add aqueous saturated ammonium chloride and concentrate in vacuo. Partition the residue between EtOAc and water. Dry the organic phase over anhydrous Na2SO4 and concentrate in vacuo to give 3-tert-butoxycarbonyl-7-chloro-6-mercapto-2... The reactants are ClC=1C(=NC(=NC1)NC=1C=C2C3CN(CC(C2=CC1)CC3)CC#C)NC3=C(C(=O)NC)C=CC=C3 (2-[5-chloro-2-(10-prop-2-ynyl-10-aza-tricyclo[6.3.2.0*2,7*]trideca-2,4,6-trien-4-ylamino)-pyrimidin-4-ylamino]-N-methyl-benzamide), C(C)(=O)Cl (acetyl chloride). The product is C(C)(=O)N1CC2C3=CC=C(C=C3C(C1)CC2)NC2=NC=C(C(=N2)NC2=C(C(=O)NC)C=CC=C2)Cl (2-[2-(10-Acetyl-10-aza-tricyclo[6.3.2.0*2,7*]trideca-2,4,6-trien-4-ylamino)-5-chloro-pyrimidin-4-ylamino]-N-methyl-benzamide), foam. Isolated yield 91.0%. RXN SMILES: [Cl:1][C:2]1[C:3]([NH:25][C:26]2[CH:35]=[CH:34][CH:33]=[CH:32][C:27]=2[C:28]([NH:30][CH3:31])=[O:29])=[N:4][C:5]([NH:8][C:9]2[CH:10]=[C:11]3[C:17](=[CH:18][CH:19]=2)[CH:16]2[CH2:20][CH2:21][CH:12]3[CH2:13][N:14]([CH2:22][C:23]#C)[CH2:15]2)=[N:6][CH:7]=1.C(Cl)(=[O:38])C>>[C:22]([N:14]1[CH2:13][CH:12]2[CH2:21][CH2:20][CH:16]([C:17]3[C:11]2=[CH:10][C:9]([NH:8][C:5]2[N:4]=[C:3]([NH:25][C:26]4[CH:35]=[CH:34][CH:33]=[CH:32][C:27]=4[C:28]([NH:30][CH3:31])=[O:29])[C:2]([Cl:1])=[CH:7][N:6]=2)=[CH:19][CH:18]=3)[CH2:15]1)(=[O:38])[CH3:23]. Procedure details: 2-[2-(10-Acetyl-10-aza-tricyclo[6.3.2.0*2,7*]trideca-2,4,6-trien-4-ylamino)-5-chloro-pyrimidin-4-ylamino]-N-methyl-benzamide was prepared from 2-[5-chloro-2-(10-prop-2-ynyl-10-aza-tricyclo[6.3.2.0*2,7*]trideca-2,4,6-trien-4-ylamino)-pyrimidin-4-ylamino]-N-methyl-benzamide and acetyl chloride in an analogous manner to Example 282. Product isolated as a yellow foam (30 mg, 91%). LCMS (m/e) 491 (M+1); 1H-NMR (CDCl3, 400 MHz,) major rotomer δ 11.08 (s, 1H), 8.61 (d, 1H, J=8.4 Hz), 8.10 (s, 1H), 7.56... Reactants: CC(C)(C)OC(=O)NC(Cc1cc(O[Si](C)(C)C(C)(C)C)ccc1[N+](=O)[O-])C(=O)OCc1ccccc1, C1CCOC1, CCCC[N+](CCCC)(CCCC)CCCC, [F-]. Yields the product CC(C)(C)OC(=O)NC(Cc1cc(O)ccc1[N+](=O)[O-])C(=O)OCc1ccccc1. As a reaction SMILES: [C:19]([CH3:20])([CH3:21])([CH3:22])[O:23][C:24](=[O:25])[NH:26][CH:27]([CH2:28][c:29]1[cH:30][c:31]([O:38][Si:39]([C:40]([CH3:41])([CH3:42])[CH3:43])([CH3:44])[CH3:45])[cH:32][cH:33][c:34]1[N+:35](=[O:36])[O-:37])[C:46](=[O:47])[O:48][CH2:49][c:50]1[cH:51][cH:52][cH:53][cH:54][cH:55]1.[CH2:56]1[O:57][CH2:58][CH2:59][CH2:60]1.[CH3:2][CH2:3][CH2:4][CH2:5][N+:6]([CH2:7][CH2:8][CH2:9][CH3:10])([CH2:11][CH2:12][CH2:13][CH3:14])[CH2:15][CH2:16][CH2:17][CH3:18].[F-:1]>>[C:19]([CH3:20])([CH3:21])([CH3:22])[O:23][C:24](=[O:25])[NH:26][CH:27]([CH2:28][c:29]1[cH:30][c:31]([OH:38])[cH:32][cH:33][c:34]1[N+:35](=[O:36])[O-:37])[C:46](=[O:47])[O:48][CH2:49][c:50]1[cH:51][cH:52][cH:53][cH:54][cH:55]1. As a reaction SMILES: [CH3:1][C:2]1[S:6][C:5]2=[N:7][C:8]([CH2:10][C:11]([O:13]CC)=[O:12])=[CH:9][N:4]2[CH:3]=1.[ClH:16]>>[ClH:16].[CH3:1][C:2]1[S:6][C:5]2=[N:7][C:8]([CH2:10][C:11]([OH:13])=[O:12])=[CH:9][N:4]2[CH:3]=1 |f:2.3|. Yields the product Cl.CC1=CN2C(S1)=NC(=C2)CC(=O)O ((2-Methylimidazo[2,1-b][1,3]thiazol-6-yl)acetic Acid Hydrochloride). Procedure: Ethyl 4-bromo-3-oxobutanoate (92 g, 0.35 mol) was added to a solution of 5-methylthiazol-2-amine (40 g, 0.35 mol) in acetone (400 mL). The mixture was left to stand overnight and then evaporated to give 2-amino-3-(4-ethoxy-2,4-dioxobutyl)-5-methylthiazol-3-ium bromide in 82% yield, 101 g. 2-amino-3-(4-ethoxy-2,4-dioxobutyl)-5-methylthiazol-3-ium bromide (101 g, 0.28 mol) was then refluxed in ethanol (250 mL) for 2 hours. The solvent was then evaporated to give ethyl 2-(2-methylimidazo[2,1-b]thia... Yield: 59.0%. Reactants: CC1=CN2C(S1)=NC(=C2)CC(=O)OCC (Ethyl 2-(2-methylimidazo[2,1-b]thiazol-6-yl)acetate), Cl (HCl).